Dataset: the Open Reaction Database (ORD), a public repository of structured organic reaction records. Task: describe an organic reaction: reactants, conditions, products, and yield Starting materials: C(CCC)[Li] (n-butyl lithium), solution, C(C)OC(=O)C1CCN(CC1)C(=O)OC(C)(C)C (piperidine-1,4-dicarboxylic acid tert-butyl ester ethyl ester), C(C1=CC=CC=C1)Br (benzyl bromide), C(C)(C)NC(C)C (diisopropyl amine). Solvent: hexanes, C1CCOC1 (THF), C1CCOC1 (THF), C(C)(=O)OCC (ethyl acetate). Conditions: time 5 minute. Yields the product C(C)OC(=O)C1(CCN(CC1)C(=O)OC(C)(C)C)CC1=CC=CC=C1 (4-benzylpiperidine-1,4-dicarboxylic acid tert-butyl ester ethyl ester). Yield: 110.1%. As a reaction SMILES: C(NC(C)C)(C)C.C([Li])CCC.[CH2:13]([O:15][C:16]([CH:18]1[CH2:23][CH2:22][N:21]([C:24]([O:26][C:27]([CH3:30])([CH3:29])[CH3:28])=[O:25])[CH2:20][CH2:19]1)=[O:17])[CH3:14].[CH2:31](Br)[C:32]1[CH:37]=[CH:36][CH:35]=[CH:34][CH:33]=1>C1COCC1.C(OCC)(=O)C>[CH2:13]([O:15][C:16]([C:18]1([CH2:31][C:32]2[CH:37]=[CH:36][CH:35]=[CH:34][CH:33]=2)[CH2:23][CH2:22][N:21]([C:24]([O:26][C:27]([CH3:29])([CH3:28])[CH3:30])=[O:25])[CH2:20][CH2:19]1)=[O:17])[CH3:14]. Procedure details: To a stirring solution of diisopropyl amine (38.0 mmol, 3.84 g) in THF (50 mL) cooled to -78° C. was added n-butyl lithium dropwise (41.2 mmol, 16.5 mL of a 1.6M solution in hexanes). To this was added piperidine-1,4-dicarboxylic acid tert-butyl ester ethyl ester (31.7 mmol, 8.16 g) in 20 mL THF. The reaction was allowed to stir for 5 min. and benzyl bromide (31.7 mmol, 5.42 g) was added. The reaction was then allowed to warm to room temperature. The reaction was then diluted with ethyl acetate ...